From a dataset of the Open Reaction Database (ORD), a public repository of structured organic reaction records. describe an organic reaction: reactants, conditions, products, and yield Reactants: CC(C)(C)OC(=O)N1CCN2CC(Cn3c(=O)oc4ccccc43)CCC2C1, CCOCC, ClC(Cl)Cl, Cl. The product is O=c1oc2ccccc2n1CC1CCC2CNCCN2C1. RXN SMILES: [C:1]([O:2][C:3]([CH3:4])([CH3:5])[CH3:6])(=[O:7])[N:8]1[CH2:9][CH:10]2[N:11]([CH2:12][CH2:13]1)[CH2:14][CH:15]([CH2:18][n:19]1[c:20](=[O:28])[o:21][c:22]3[c:23]1[cH:24][cH:25][cH:26][cH:27]3)[CH2:16][CH2:17]2.[CH2:34]([O:35][CH2:36][CH3:37])[CH3:38].[CH:30]([Cl:31])([Cl:32])[Cl:33].[ClH:29]>>[NH:8]1[CH2:9][CH:10]2[N:11]([CH2:12][CH2:13]1)[CH2:14][CH:15]([CH2:18][n:19]1[c:20](=[O:28])[o:21][c:22]3[c:23]1[cH:24][cH:25][cH:26][cH:27]3)[CH2:16][CH2:17]2. The reactants are CCOC(C)=O, Cl, CCOC(=O)CCN, [Na+], N#Cc1cccc(OCC2CO2)c1, [OH-]. The product is CCOC(=O)CCNCC(O)COc1cccc(C#N)c1. RXN SMILES: [CH3:25][CH2:26][O:27][C:28](=[O:29])[CH3:30].[ClH:1].[NH2:2][CH2:3][CH2:4][C:5](=[O:6])[O:7][CH2:8][CH3:9].[Na+:24].[O:10]1[CH:11]([CH2:12][O:13][c:14]2[cH:15][c:16]([C:17]#[N:18])[cH:19][cH:20][cH:21]2)[CH2:22]1.[OH-:23]>>[NH:2]([CH2:3][CH2:4][C:5](=[O:6])[O:7][CH2:8][CH3:9])[CH2:22][CH:11]([OH:10])[CH2:12][O:13][c:14]1[cH:15][c:16]([C:17]#[N:18])[cH:19][cH:20][cH:21]1. Reactants: C(C(=O)Cl)(=O)Cl (oxalyl chloride), CS(=O)C (dimethyl sulfoxide), N1=CN=CC(=C1)C([C@H]1CC[C@H](CC1)N1CCC(CC1)N1C(NC2=C1C=CC=C2)=O)O ((±)-cis-1,3-dihydro-1-(1-{4-[(5-pyrimidinyl)hydroxymethyl]cyclohex-1-yl}piperidin-4-yl)-2H -benzimidazol-2-one), C([O-])([O-])=O.[Na+].[Na+] (sodium carbonate). RXN SMILES: C(Cl)(=O)C(Cl)=[O:3].CS(C)=O.[N:11]1[CH:16]=[C:15]([CH:17]([OH:40])[C@@H:18]2[CH2:23][CH2:22][C@H:21]([N:24]3[CH2:29][CH2:28][CH:27]([N:30]4[C:34]5[CH:35]=[CH:36][CH:37]=[CH:38][C:33]=5[NH:32][C:31]4=[O:39])[CH2:26][CH2:25]3)[CH2:20][CH2:19]2)[CH:14]=[N:13][CH:12]=1.C(=O)([O-])[O-].[Na+].[Na+]>ClCCl.O.C(N(CC)CC)C>[NH4+:11].[OH-:3].[N:11]1[CH:16]=[C:15]([C:17]([C@H:18]2[CH2:23][CH2:22][C@H:21]([N:24]3[CH2:29][CH2:28][CH:27]([N:30]4[C:34]5[CH:35]=[CH:36][CH:37]=[CH:38][C:33]=5[NH:32][C:31]4=[O:39])[CH2:26][CH2:25]3)[CH2:20][CH2:19]2)=[O:40])[CH:14]=[N:13][CH:12]=1 |f:3.4.5,9.10|. Run in ClCCl (dichloromethane), O (Water), ClCCl (dichloromethane), C(C)N(CC)CC (triethylamine). Yields the product [NH4+].[OH-] (NH4OH), N1=CN=CC(=C1)C(=O)[C@@H]1CC[C@H](CC1)N1CCC(CC1)N1C(NC2=C1C=CC=C2)=O (trans-1,3-dihydro-1-{1-[4-(5-pyrimidinylcarbonyl)cyclohex-1-yl]piperidin-4-yl}-2H-benzimidazol-2-one). Yield: 1.0%. Procedure: To a stirred solution of oxalyl chloride (68 mg) in dry dichloromethane (4 mL) at -60° C., under argon, was added dry dimethyl sulfoxide (0.107 mL) dropwise. The resulting mixture was stirred for 5 min, then added to a solution of (±)-cis-1,3-dihydro-1-(1-{4-[(5-pyrimidinyl)hydroxymethyl]cyclohex-1-yl}piperidin-4-yl)-2H -benzimidazol-2-one (112 mg) in dichloromethane (5 mL) at -60° C. The reaction mixture was stirred for 20 min at -60° C., then triethylamine (0.54 mL) was added and the solution ... Conditions: time 5 minute. Starting materials: N1C(=O)NC=2N=CNC2C1=O (xanthine). Reagents/catalysts: [Ni] (Raney-nickel). Solvent: C(CC)O (1-propanol). Product: N1C=NC=2N=CNC2C1=O (hypoxanthine). The yield is 9.8%. As a reaction SMILES: [NH:1]1[C:10](=[O:11])[C:9]2[NH:8][CH:7]=[N:6][C:5]=2[NH:4][C:2]1=O>C(O)CC.[Ni]>[NH:1]1[C:10](=[O:11])[C:9]2[NH:8][CH:7]=[N:6][C:5]=2[N:4]=[CH:2]1. Procedure details: A solution with 22.39 g (43 mM) of the above xanthine (B.) in 580 ml of 1-propanol was treated with 25 g of Raney-nickel (washed with 0.1% aqueous acetic acid) and refluxed for 2 hr. The nickel was filtered off and the solvent evaporated in vacuo. The residue was crystallized from 120 ml of methanol: 12.73 g (60.6%) of hypoxanthine with mp 161-162° C., a second crop gave 1.97 g (9.4%) of hypoxanthine. The reactants are N (ammonia), ClC1=C2N(C3=CC=CC=C3N1)C(N(C2=O)C2=CC=C(C=C2)OCC)=O (4-Chloro-2-(4-ethoxyphenyl)-imidazo[1,5,a]quinoxaline-1,3(2H,5H)-dione). The solvent is C1CCOC1 (THF). The product is C(C)OC1=CC=C(C=C1)N1C(N2C(=CNC3=CC=CC=C23)C1=O)=O (4-ethoxyphenyl-imidazo[1,5,a]quinoxaline-1,3(2H,5H)-dione). RXN SMILES: N.Cl[C:3]1[NH:12][C:11]2[C:6](=[CH:7][CH:8]=[CH:9][CH:10]=2)[N:5]2[C:13](=[O:26])[N:14]([C:17]3[CH:22]=[CH:21][C:20]([O:23][CH2:24][CH3:25])=[CH:19][CH:18]=3)[C:15](=[O:16])[C:4]=12>C1COCC1>[CH2:24]([O:23][C:20]1[CH:19]=[CH:18][C:17]([N:14]2[C:15](=[O:16])[C:4]3=[CH:3][NH:12][C:11]4[C:6]([N:5]3[C:13]2=[O:26])=[CH:7][CH:8]=[CH:9][CH:10]=4)=[CH:22][CH:21]=1)[CH3:25]. Reported procedure: A solution of THF (10 mL), ammonia (10 mL) and 4-Chloro-2-(4-ethoxyphenyl)-imidazo[1,5,a]quinoxaline-1,3(2H,5H)-dione (100 mg) was heated to 100IC in a sealed tube for 4 hours. After cooling to room temperature the solvent was removed in vacuo. The solid was slurried in 50% EtOH—H2O and filtered to yield 4-Amino-2-(4-ethoxyphenyl-imidazo[1,5,a]quinoxaline-1,3(2H,5H)-dione (Compound 37). Starting materials: ClC1=CC=C(C=O)C=C1 (4-chlorobenzaldehyde), NC1=NNC=C1 (3-aminopyrazole), FC(C(CC(=O)OCC)=O)(F)F (ethyl trifluoroacetoacetate). The product is ClC1=CC=C(C=C1)C1C=2C(NC(=C1C(=O)OCC)C(F)(F)F)=NNC2 (Ethyl 4-(4-chlorophenyl)-4,7-dihydro-6-trifluoromethyl-2H-pyrazolo[3,4-b]pyridine-5-carboxylate). As a reaction SMILES: [Cl:1][C:2]1[CH:9]=[CH:8][C:5]([CH:6]=O)=[CH:4][CH:3]=1.[NH2:10][C:11]1[CH:15]=[CH:14][NH:13][N:12]=1.[F:16][C:17]([F:27])([F:26])[C:18](=O)[CH2:19][C:20]([O:22][CH2:23][CH3:24])=[O:21]>>[Cl:1][C:2]1[CH:9]=[CH:8][C:5]([CH:6]2[C:19]([C:20]([O:22][CH2:23][CH3:24])=[O:21])=[C:18]([C:17]([F:16])([F:26])[F:27])[NH:10][C:11]3=[N:12][NH:13][CH:14]=[C:15]23)=[CH:4][CH:3]=1. Reported procedure: The title compound was prepared from 4-chlorobenzaldehyde, 3-aminopyrazole and ethyl trifluoroacetoacetate in the same manner as in Example 1. The reactants are CC(=O)O, CO, CCOCC, Nc1cc(Sc2nnc3ccc(-c4ccc(F)cc4)nn23)ccc1[N+](=O)[O-], [Fe], [Na+], [OH-], O. The product is Nc1ccc(Sc2nnc3ccc(-c4ccc(F)cc4)nn23)cc1N. As a reaction SMILES: [CH3:1][C:2](=[O:3])[OH:4].[CH3:35][OH:36].[CH3:37][CH2:38][O:39][CH2:40][CH3:41].[F:5][c:6]1[cH:7][cH:8][c:9](-[c:12]2[cH:13][cH:14][c:15]3[n:16]([n:17]2)[c:18]([S:21][c:22]2[cH:23][cH:24][c:25]([N+:29]([O-:30])=[O:31])[c:26]([NH2:27])[cH:28]2)[n:19][n:20]3)[cH:10][cH:11]1.[Fe:42].[Na+:33].[OH-:32].[OH2:34]>>[F:5][c:6]1[cH:7][cH:8][c:9](-[c:12]2[cH:13][cH:14][c:15]3[n:16]([n:17]2)[c:18]([S:21][c:22]2[cH:23][cH:24][c:25]([NH2:29])[c:26]([NH2:27])[cH:28]2)[n:19][n:20]3)[cH:10][cH:11]1. Starting materials: NC1CC(CCC1)NC(=NC(=O)C1=C(OC(=C1)C)C(F)(F)F)NC1=CC(=CC=C1)F (N-(((3-Aminocyclohexyl)amino)((3-fluorophenyl)amino)methylene)-5-methyl-2-(trifluoromethyl)furan-3-carboxamide), C(C)(C)N(CC)C(C)C (diisopropylethyl amine), C(C)OC(=O)Cl (Ethylchloroformate). Run in ClCCl (dichloromethane). Reaction conditions: time 1 hour. Product: FC=1C=C(C=CC1)NC(NC1CC(CCC1)NC(OCC)=O)=NC(=O)C1=C(OC(=C1)C)C(F)(F)F (Ethyl (3-(3-(3-fluorophenyl)-2-(5-methyl-2-(trifluoromethyl)furan-3-carbonyl)guanidino)cyclohexyl)carbamate). Isolated yield 102.8%. RXN SMILES: [NH2:1][CH:2]1[CH2:7][CH2:6][CH2:5][CH:4]([NH:8][C:9]([NH:23][C:24]2[CH:29]=[CH:28][CH:27]=[C:26]([F:30])[CH:25]=2)=[N:10][C:11]([C:13]2[CH:17]=[C:16]([CH3:18])[O:15][C:14]=2[C:19]([F:22])([F:21])[F:20])=[O:12])[CH2:3]1.C(N(C(C)C)CC)(C)C.[CH2:40]([O:42][C:43](Cl)=[O:44])[CH3:41]>ClCCl>[F:30][C:26]1[CH:25]=[C:24]([NH:23][C:9](=[N:10][C:11]([C:13]2[CH:17]=[C:16]([CH3:18])[O:15][C:14]=2[C:19]([F:20])([F:21])[F:22])=[O:12])[NH:8][CH:4]2[CH2:5][CH2:6][CH2:7][CH:2]([NH:1][C:43](=[O:44])[O:42][CH2:40][CH3:41])[CH2:3]2)[CH:29]=[CH:28][CH:27]=1. Reported procedure: N-(((3-Aminocyclohexyl)amino)((3-fluorophenyl)amino)methylene)-5-methyl-2-(trifluoromethyl)furan-3-carboxamide (0.150 g, 0.240 mmol) and diisopropylethyl amine (DIEA) (0.037 g, 0.288 mmol) were dissolved in dichloromethane (DCM) (5 mL). Ethylchloroformate (0.032 g, 0.288 mmol) was added and the reaction mixture was stirred for one hour. Then, the solvents were evaporated under a stream of nitrogen and the resulting residue purified by column chromatography (0-40%, hexanes:EtOAc) to yield 123 mg ...